From a dataset of the Open Reaction Database (ORD), a public repository of structured organic reaction records. describe an organic reaction: reactants, conditions, products, and yield Starting materials: COC(C(=COC)P(=O)(OC)OC)=O (methyl-2-(dimethoxyphosphoryl)-3-methoxy-2-propenoate), Cl.ClC1=CC=C(C=C1)NN (4-chlorophenylhydrazine hydrochloride), COP(=O)(OC)\C(\C(=O)OC)=C\OC (Methyl (E)-2-(dimethoxyphosphoryl)-3-methoxy-2-propenoate), COP(=O)(OC)\C(\C(=O)OC)=C\OC (E-isomer), COP(=O)(OC)\C(\C(=O)OC)=C/OC (Methyl (Z)-2-(dimethoxyphosphoryl)-3-methoxy-2-propenoate), C([O-])([O-])=O.[K+].[K+] (potassium carbonate). Reagents/catalysts: COP(=O)(OC)\C(\C(=O)OC)=C/OC (Z-isomer). The solvent is CO (methanol), CCOC(=O)C (EtOAc). Conditions: temperature 45 celsius, time 1 hour. Product: ClC1=CC=C(C=C1)N1N=CC(=C1O)P(OC)(OC)=O (Dimethyl [1-(4-chlorophenyl)-5-hydroxy-1H-pyrazol-4-yl]phosphonate). Yield: 65.0%. Reaction SMILES: [CH3:1][O:2][P:3](/[C:7](=[CH:12]/[O:13]C)/[C:8](OC)=O)([O:5][CH3:6])=[O:4].COP(/C(=C\OC)/C(OC)=O)(OC)=O.COC(=O)C(P(OC)(OC)=O)=COC.Cl.[Cl:44][C:45]1[CH:50]=[CH:49][C:48]([NH:51][NH2:52])=[CH:47][CH:46]=1.C(=O)([O-])[O-].[K+].[K+]>COP(/C(=C\OC)/C(OC)=O)(OC)=O.CCOC(C)=O.CO>[Cl:44][C:45]1[CH:50]=[CH:49][C:48]([N:51]2[C:12]([OH:13])=[C:7]([P:3](=[O:4])([O:5][CH3:6])[O:2][CH3:1])[CH:8]=[N:52]2)=[CH:47][CH:46]=1 |f:3.4,5.6.7|. Reported procedure: To a slurry of methyl 3-oxy-2-dimethylphosphonoacrylate sodium salt (4.1 g, 0.017 mol) in anhydrous DMSO (25 mL) under nitrogen is added methyl iodide (4.5 g, 0.031 mol), and the reaction mixture stirred for 18 hours at ambient temperature. The mixture is poured into dilute sodium chloride solution and extracted with CH2Cl2 (6×75 mL). The extracts are washed with water (100 mL), dried (MgSO4), filtered and concentrated in vacuo to afford a brown oil (5.5 g). Partial separation by chromatography ... Reactants: C(C)(=O)O (acetic acid), C(C)OC(CC(OC)(OC)OC)=O (trimethoxypropionic acid ethyl ester), [N+](=O)([O-])C=1C(=C(C(=CC1C)C)NN)C (3-nitro-2,4,6-trimethylphenylhydrazine). Run in CO (methanol). Conditions: time 10 minute. Product: C(C)OC(C=C(NNC1=C(C(=C(C=C1C)C)[N+](=O)[O-])C)OC)=O (β-methoxy-β-(3-nitro-2,4,6-trimethylphenylhydrazino)-acrylic acid ethyl ester). Yield: 37.1%. As a reaction SMILES: [CH2:1]([O:3][C:4](=[O:13])[CH2:5][C:6]([O:11][CH3:12])(OC)OC)[CH3:2].C(O)(=O)C.[N+:18]([C:21]1[C:22]([CH3:31])=[C:23]([NH:29][NH2:30])[C:24]([CH3:28])=[CH:25][C:26]=1[CH3:27])([O-:20])=[O:19]>CO>[CH2:1]([O:3][C:4](=[O:13])[CH:5]=[C:6]([O:11][CH3:12])[NH:30][NH:29][C:23]1[C:24]([CH3:28])=[CH:25][C:26]([CH3:27])=[C:21]([N+:18]([O-:20])=[O:19])[C:22]=1[CH3:31])[CH3:2]. Procedure details: 26.9 g (0.14 mol) of trimethoxypropionic acid ethyl ester (prepared according to DT-OS 2,042,920 ) are dissolved in 100 ml of absolute methanol, 7 ml of glacial acetic acid are added and the mixture is heated to the boil. 23.4 g (0.12 mol) of 3-nitro-2,4,6-trimethylphenylhydrazine (prepared according to DT-OS 2,156,913) are introduced in portions into the mixture over the course of 10 minutes. The mixture is stirred for a further 10 minutes at the boil and is allowed to cool whilst stirring. The...